Dataset: the Open Reaction Database (ORD), a public repository of structured organic reaction records. Task: describe an organic reaction: reactants, conditions, products, and yield Starting materials: NC=1C=C2C=3CC(CCC3NC2=CC1)N(C)C (6-amino-3-(dimethyl)amino-1,2,3,4-tetrahydro-9H-carbazole), FC=1C=C(C(=O)Cl)C=C(C1)F (3,5-difluorobenzoyl chloride). Yields the product FC=1C=C(C(=O)NC=2C=C3C=4CC(CCC4NC3=CC2)N(C)C)C=C(C1)F (6-(3,5-difluorobenzoyl)amino-3-(dimethyl)amino-1,2,3,4-tetrahydro-9H-carbazole). Yield: 36.5%. RXN SMILES: [NH2:1][C:2]1[CH:3]=[C:4]2[C:12](=[CH:13][CH:14]=1)[NH:11][C:10]1[CH2:9][CH2:8][CH:7]([N:15]([CH3:17])[CH3:16])[CH2:6][C:5]2=1.[F:18][C:19]1[CH:20]=[C:21]([CH:25]=[C:26]([F:28])[CH:27]=1)[C:22](Cl)=[O:23]>>[F:18][C:19]1[CH:20]=[C:21]([CH:25]=[C:26]([F:28])[CH:27]=1)[C:22]([NH:1][C:2]1[CH:3]=[C:4]2[C:12](=[CH:13][CH:14]=1)[NH:11][C:10]1[CH2:9][CH2:8][CH:7]([N:15]([CH3:17])[CH3:16])[CH2:6][C:5]2=1)=[O:23]. Procedure details: Beginning with 10.4 mg (0.046 mMol) 6-amino-3-(dimethyl)amino-1,2,3,4-tetrahydro-9H-carbazole and 8.6 μL (0.051 mMol) 3,5-difluorobenzoyl chloride, 6.2 mg (36%) of the title compound were recovered as a beige solid. Reactants: CC(C)(C)OC(=O)N1CCOCC1C(=O)O, Nc1ccc(C#Cc2cn(CCO)nc2-c2cc(Cl)ccc2O)cc1. The product is CC(C)(C)OC(=O)N1CCOCC1C(=O)Nc1ccc(C#Cc2cn(CCO)nc2-c2cc(Cl)ccc2O)cc1. Reaction SMILES: [C:26]([CH3:27])([CH3:28])([CH3:29])[O:30][C:31](=[O:32])[N:33]1[CH:34]([C:39](=[O:40])[OH:41])[CH2:35][O:36][CH2:37][CH2:38]1.[NH2:1][c:2]1[cH:3][cH:4][c:5]([C:8]#[C:9][c:10]2[c:11](-[c:18]3[c:19]([OH:25])[cH:20][cH:21][c:22]([Cl:24])[cH:23]3)[n:12][n:13]([CH2:15][CH2:16][OH:17])[cH:14]2)[cH:6][cH:7]1>>[NH:1]([c:2]1[cH:3][cH:4][c:5]([C:8]#[C:9][c:10]2[c:11](-[c:18]3[c:19]([OH:25])[cH:20][cH:21][c:22]([Cl:24])[cH:23]3)[n:12][n:13]([CH2:15][CH2:16][OH:17])[cH:14]2)[cH:6][cH:7]1)[C:39]([CH:34]1[N:33]([C:31]([O:30][C:26]([CH3:27])([CH3:28])[CH3:29])=[O:32])[CH2:38][CH2:37][O:36][CH2:35]1)=[O:40]. Reactants: BrCc1ccccc1, [H-], [H][H], [Na+], N#Cc1ccc2[nH]c(=O)c3ccccc3c2c1, CN(C)C=O, O. The product is N#Cc1ccc2c(c1)c1ccccc1c(=O)n2Cc1ccccc1. As a reaction SMILES: [Br:22][CH2:23][c:24]1[cH:25][cH:26][cH:27][cH:28][cH:29]1.[H-:18].[H:20][H:21].[Na+:19].[O:1]=[c:2]1[nH:3][c:4]2[cH:5][cH:6][c:7]([C:16]#[N:17])[cH:8][c:9]2[c:10]2[cH:11][cH:12][cH:13][cH:14][c:15]12.[O:30]=[CH:31][N:32]([CH3:33])[CH3:34].[OH2:35]>>[O:1]=[c:2]1[n:3]([CH2:23][c:24]2[cH:25][cH:26][cH:27][cH:28][cH:29]2)[c:4]2[cH:5][cH:6][c:7]([C:16]#[N:17])[cH:8][c:9]2[c:10]2[cH:11][cH:12][cH:13][cH:14][c:15]12.